This data is from the Open Reaction Database (ORD), a public repository of structured organic reaction records. The task is: describe an organic reaction: reactants, conditions, products, and yield Starting materials: O.[OH-].[Li+] (lithium hydroxide monohydrate), Cl (hydrochloric acid), ClC1=CC=C(C=C1)C=1C=CC(=C(C1)C(C(=O)N(N=C(CS(=O)(=O)C)C)C)=O)CC (1-[2-[5-(4-chlorophenyl)-2-ethylphenyl]-2-oxoacetyl]-1-methyl-2-(1-methylsulfonyl-2-propylidene)hydrazine), C1(=CC=CC=C1)C (toluene). Solvent: CO (methanol). Conditions: temperature 0 celsius, time 3 hour. The product is ClC1=CC=C(C=C1)C=1C=CC(=C(C1)C=1C(N(N=C(C1S(=O)(=O)C)C)C)=O)CC (4-[5-(4-chlorophenyl)-2-ethylphenyl]-2,6-dimethyl-5-methylsulfonyl-2,3-dihydro-3-pyridazinone), ClC1=CC=C(C=C1)C=1C=CC(=C(C1)C=1C(N(N=C(C1OC)C)C)=O)CC (4-[5-(4-chlorophenyl)-2-ethylphenyl]-5-methoxy-2,6-dimethyl-2,3-dihydro-3-pyridazinone). As a reaction SMILES: [Cl:1][C:2]1[CH:7]=[CH:6][C:5]([C:8]2[CH:9]=[CH:10][C:11]([CH2:28][CH3:29])=[C:12]([C:14](=O)[C:15]([N:17]([CH3:26])[N:18]=[C:19]([CH3:25])[CH2:20][S:21]([CH3:24])(=[O:23])=[O:22])=[O:16])[CH:13]=2)=[CH:4][CH:3]=1.[C:30]1(C)C=CC=CC=1.[OH2:37].[OH-:38].[Li+].[ClH:40]>CO>[Cl:1][C:2]1[CH:7]=[CH:6][C:5]([C:8]2[CH:9]=[CH:10][C:11]([CH2:28][CH3:29])=[C:12]([C:14]3[C:15](=[O:16])[N:17]([CH3:26])[N:18]=[C:19]([CH3:25])[C:20]=3[S:21]([CH3:24])(=[O:23])=[O:22])[CH:13]=2)=[CH:4][CH:3]=1.[Cl:40][C:2]1[CH:7]=[CH:6][C:5]([C:8]2[CH:9]=[CH:10][C:11]([CH2:28][CH3:29])=[C:12]([C:14]3[C:15](=[O:38])[N:17]([CH3:26])[N:18]=[C:19]([CH3:25])[C:20]=3[O:37][CH3:30])[CH:13]=2)=[CH:4][CH:3]=1 |f:2.3.4|. Reported procedure: To a 25 ml volume three-necked flask, 1-[2-[5-(4-chlorophenyl)-2-ethylphenyl]-2-oxoacetyl]-1-methyl-2-(1-methylsulfonyl-2-propylidene)hydrazine ((4-34)-(1)-67) (853 mg), toluene (1.75 ml), and methanol (1.85 ml) were added under a nitrogen atmosphere, then added lithium hydroxide monohydrate (83 mg) at 0° C. After the mixture was stirred at 0° C. for 3 hours, 10 w/w % of hydrochloric acid was added to adjust pH to less than 1, and extracted with toluene 3 times. The organic layers were combined,...